This data is from the Open Reaction Database (ORD), a public repository of structured organic reaction records. The task is: describe an organic reaction: reactants, conditions, products, and yield Starting materials: COc1ccc(CC(=O)Cl)cc1, CO, Cc1c(C)c2c(c(C)c1N)C(c1ccc(C(C)C)cc1)C(C)(C)O2. Yields the product COc1ccc(CC(=O)Nc2c(C)c(C)c3c(c2C)C(c2ccc(C(C)C)cc2)C(C)(C)O3)cc1. Reaction SMILES: [CH3:25][O:26][c:27]1[cH:28][cH:29][c:30]([CH2:33][C:34](=[O:35])[Cl:36])[cH:31][cH:32]1.[CH3:37][OH:38].[CH:1]([CH3:2])([CH3:3])[c:4]1[cH:5][cH:6][c:7]([CH:10]2[C:11]([CH3:23])([CH3:24])[O:12][c:13]3[c:14]2[c:15]([CH3:22])[c:16]([NH2:21])[c:17]([CH3:20])[c:18]3[CH3:19])[cH:8][cH:9]1>>[CH:1]([CH3:2])([CH3:3])[c:4]1[cH:5][cH:6][c:7]([CH:10]2[C:11]([CH3:23])([CH3:24])[O:12][c:13]3[c:14]2[c:15]([CH3:22])[c:16]([NH:21][C:34]([CH2:33][c:30]2[cH:29][cH:28][c:27]([O:26][CH3:25])[cH:32][cH:31]2)=[O:35])[c:17]([CH3:20])[c:18]3[CH3:19])[cH:8][cH:9]1. The reactants are NC1=NC(=NC(=C1)Cl)C1=CC=CC=C1 (4-amino-6-chloro-2-phenylpyrimidine), C[O-].[Na+] (sodium methoxide). The product is NC1=NC(=NC(=C1)OC)C1=CC=CC=C1 (4-amino-6-methoxy-2-phenylpyrimidine). As a reaction SMILES: [NH2:1][C:2]1[CH:7]=[C:6](Cl)[N:5]=[C:4]([C:9]2[CH:14]=[CH:13][CH:12]=[CH:11][CH:10]=2)[N:3]=1.[CH3:15][O-:16].[Na+]>>[NH2:1][C:2]1[CH:7]=[C:6]([O:16][CH3:15])[N:5]=[C:4]([C:9]2[CH:14]=[CH:13][CH:12]=[CH:11][CH:10]=2)[N:3]=1 |f:1.2|. Reported procedure: Using the method of Example 33, 4-amino-6-chloro-2-phenylpyrimidine was reacted with sodium methoxide to provide solid 4-amino-6-methoxy-2-phenylpyrimidine. The structural assignment was supported by infrared and nuclear magnetic resonance spectral analyses. Reactants: CCOC(C)=O, O=CCC1CC1, CC(C)O, N#CCc1ccc(Cl)cc1F, [Na+], [OH-]. The product is N#CC(=CCC1CC1)c1ccc(Cl)cc1F. As a reaction SMILES: [CH3:24][CH2:25][O:26][C:27]([CH3:28])=[O:29].[CH:12]1([CH2:15][CH:16]=[O:17])[CH2:13][CH2:14]1.[CH:20]([OH:21])([CH3:22])[CH3:23].[Cl:1][c:2]1[cH:3][c:4]([F:11])[c:5]([CH2:6][C:7]#[N:8])[cH:9][cH:10]1.[Na+:19].[OH-:18]>>[Cl:1][c:2]1[cH:3][c:4]([F:11])[c:5]([C:6]([C:7]#[N:8])=[CH:16][CH2:15][CH:12]2[CH2:13][CH2:14]2)[cH:9][cH:10]1.